Dataset: the Open Reaction Database (ORD), a public repository of structured organic reaction records. Task: describe an organic reaction: reactants, conditions, products, and yield Reactants: BrC=1N=CC(=NC1Cl)N (5-bromo-6-chloropyrazin-2-amine), FC1=CC=C(C=C1)B(O)O (4-fluorophenylboronic acid), [O-]P(=O)([O-])[O-].[K+].[K+].[K+] (K3PO4). Reagents/catalysts: C=1C=CC(=CC1)[P](C=2C=CC=CC2)(C=3C=CC=CC3)[Pd]([P](C=4C=CC=CC4)(C=5C=CC=CC5)C=6C=CC=CC6)([P](C=7C=CC=CC7)(C=8C=CC=CC8)C=9C=CC=CC9)[P](C=1C=CC=CC1)(C=1C=CC=CC1)C=1C=CC=CC1 (Pd(PPh3)4). The solvent is O1CCOCC1 (1,4-dioxane). Conditions: temperature 100 celsius, time 8 hour. Yields the product FC1=CC=C(C=C1)C=1N=CC(=NC1C1=CC=C(C=C1)F)N (5,6-Bis(4-fluorophenyl)pyrazin-2-amine). RXN SMILES: Br[C:2]1[N:3]=[CH:4][C:5]([NH2:9])=[N:6][C:7]=1Cl.[F:10][C:11]1[CH:16]=[CH:15][C:14](B(O)O)=[CH:13][CH:12]=1.[O-]P([O-])([O-])=O.[K+].[K+].[K+]>C1C=CC([P]([Pd]([P](C2C=CC=CC=2)(C2C=CC=CC=2)C2C=CC=CC=2)([P](C2C=CC=CC=2)(C2C=CC=CC=2)C2C=CC=CC=2)[P](C2C=CC=CC=2)(C2C=CC=CC=2)C2C=CC=CC=2)(C2C=CC=CC=2)C2C=CC=CC=2)=CC=1.O1CCOCC1>[F:10][C:11]1[CH:16]=[CH:15][C:14]([C:2]2[N:3]=[CH:4][C:5]([NH2:9])=[N:6][C:7]=2[C:14]2[CH:15]=[CH:16][C:11]([F:10])=[CH:12][CH:13]=2)=[CH:13][CH:12]=1 |f:2.3.4.5,^1:31,33,52,71|. Reported procedure: A mixture of 5-bromo-6-chloropyrazin-2-amine (2 g, 9.66 mmol, 1.00 equiv), 4-fluorophenylboronic acid (3.38 g, 24.14 mmol, 2.50 equiv), Pd(PPh3)4 (1.11 g, 0.96 mmol, 0.10 equiv), K3PO4 (8.19 g, 38.66 mmol, 4.00 equiv), and 1,4-dioxane (10 mL) was stirred overnight at 100° C. in an oil bath. The resulting mixture was concentrated in vacuo, and the residue was purified via silica gel column chromatography (ethyl acetate: petroleum ether (1:20)), resulting in 1.7 g (62%) of 5,6-bis(4-fluorophenyl)p... Reactants: BrC=1C=C(C=CC1)CCO (2-(3-bromophenyl)ethanol), CC(=O)OI1(C=2C=CC=CC2C(=O)O1)(OC(=O)C)OC(=O)C (Dess-Martin reagent). Run in C(Cl)Cl (DCM). Reaction conditions: time 8 hour. Product: BrC=1C=C(C=CC1)CC=O (2-(3-bromophenyl)acetaldehyde). Isolated yield 57.1%. As a reaction SMILES: [Br:1][C:2]1[CH:3]=[C:4]([CH2:8][CH2:9][OH:10])[CH:5]=[CH:6][CH:7]=1.CC(OI1(OC(C)=O)(OC(C)=O)OC(=O)C2C=CC=CC1=2)=O>C(Cl)Cl>[Br:1][C:2]1[CH:3]=[C:4]([CH2:8][CH:9]=[O:10])[CH:5]=[CH:6][CH:7]=1. Reported procedure: To a solution of 2-(3-bromophenyl)ethanol (9.0 g, 0.044 mol) in DCM (300 mL), Dess-Martin reagent (38.0 g, 0.090 mol) was added in portions. The reaction mixture was stirred overnight, and filtered. The filtrate was evaporated, and the residue was purified by silica gel column chromatography (Petroleum ether:EtOAc=5:1) to afford 2-(3-bromophenyl)acetaldehyde (5.0 g, 55%) as a yellow oil. MS (ES+) C8H7BrO requires: 198, 200 found: 199 [M+H]+, 201 [M+2+H]+(1:1). Starting materials: CC(=O)O[BH-](OC(C)=O)OC(C)=O, CC(=O)O, CC=O, CC(Cl)Cl, Nc1ccc2nc(Cl)sc2c1, [Na+], O. Product: CCNc1ccc2nc(Cl)sc2c1. Reaction SMILES: [C:15]([O:16][BH-:17]([O:18][C:19](=[O:20])[CH3:21])[O:22][C:23](=[O:24])[CH3:25])(=[O:26])[CH3:27].[CH3:29][C:30](=[O:31])[OH:32].[CH:12]([CH3:13])=[O:14].[Cl:33][CH:34]([Cl:35])[CH3:36].[NH2:1][c:2]1[cH:3][c:4]2[c:5]([n:6][c:7]([Cl:9])[s:8]2)[cH:10][cH:11]1.[Na+:28].[OH2:37]>>[NH:1]([c:2]1[cH:3][c:4]2[c:5]([n:6][c:7]([Cl:9])[s:8]2)[cH:10][cH:11]1)[CH2:12][CH3:13]. The reactants are C(#C)C=1C=C2C(=NC1)N(C=N2)C=2C=C(C=C(C2)C2=C(C=C(C=C2)F)F)NC(C)=O (N-(5-(6-ethynyl-3H-imidazo[4,5-b]pyridin-3-yl)-2′,4′-difluoro-[1,1′-biphenyl]-3-yl)acetamide), N(=[N+]=[N-])C1CCOCC1 (4-azidotetrahydro-2H-pyran). The reagents and catalysts are [Cu](I)I (copper iodide). As a reaction SMILES: [C:1]([C:3]1[CH:4]=[C:5]2[N:11]=[CH:10][N:9]([C:12]3[CH:13]=[C:14]([NH:26][C:27](=[O:29])[CH3:28])[CH:15]=[C:16]([C:18]4[CH:23]=[CH:22][C:21]([F:24])=[CH:20][C:19]=4[F:25])[CH:17]=3)[C:6]2=[N:7][CH:8]=1)#[CH:2].[N:30]([CH:33]1[CH2:38][CH2:37][O:36][CH2:35][CH2:34]1)=[N+:31]=[N-:32]>CN(C=O)C.[Cu](I)I>[F:25][C:19]1[CH:20]=[C:21]([F:24])[CH:22]=[CH:23][C:18]=1[C:16]1[CH:17]=[C:12]([N:9]2[C:6]3=[N:7][CH:8]=[C:3]([C:1]4[N:32]=[N:31][N:30]([CH:33]5[CH2:38][CH2:37][O:36][CH2:35][CH2:34]5)[CH:2]=4)[CH:4]=[C:5]3[N:11]=[CH:10]2)[CH:13]=[C:14]([NH:26][C:27](=[O:29])[CH3:28])[CH:15]=1. Product: FC1=C(C=CC(=C1)F)C1=CC(=CC(=C1)N1C=NC=2C1=NC=C(C2)C=2N=NN(C2)C2CCOCC2)NC(C)=O (N-(2′,4′-difluoro-5-(6-(1-(tetrahydro-2H-pyran-4-yl)-1H-1,2,3-triazol-4-yl)-3H-imidazo[4,5-b]pyridin-3-yl)-[1,1′-biphenyl]-3-yl)acetamide). The solvent is CN(C)C=O (DMF). The yield is 45.0%. Reported procedure: A mixture N-(5-(6-ethynyl-3H-imidazo[4,5-b]pyridin-3-yl)-2′,4′-difluoro-[1,1′-biphenyl]-3-yl)acetamide (250 mg, 0.644 mmol), 4-azidotetrahydro-2H-pyran (90 mg, 0.77 mmol, 1.2 eq.), copper iodide (12 mg, 0.06 mmol, 0.1 eq.) in DMF was stirred at 90° C. for 16 h. The mixture was quenched with water and the precipitate formed was filtered and dried to give the crude product which was purified by preparative HPLC to give the product in 45% yield (150 mg). 1H NMR (300 MHz, DMSO): δ 10.4 (s, 1H), 8.99... Starting materials: CC(C)(C)O[K], CC(C)(C)OC(=O)NCC(=O)c1ccccc1, CC(C)O. The product is CC(C)(C)OC(=O)NCC(O)c1ccccc1. As a reaction SMILES: [C:18]([O:19][K:20])([CH3:21])([CH3:22])[CH3:23].[C:1]([CH3:2])([CH3:3])([CH3:4])[O:5][C:6](=[O:7])[NH:8][CH2:9][C:10](=[O:11])[c:12]1[cH:13][cH:14][cH:15][cH:16][cH:17]1.[CH:24]([OH:25])([CH3:26])[CH3:27]>>[C:1]([CH3:2])([CH3:3])([CH3:4])[O:5][C:6](=[O:7])[NH:8][CH2:9][CH:10]([OH:11])[c:12]1[cH:13][cH:14][cH:15][cH:16][cH:17]1.